From a dataset of the Open Reaction Database (ORD), a public repository of structured organic reaction records. describe an organic reaction: reactants, conditions, products, and yield Starting materials: CCOC(=O)c1csc(Nc2ccncc2)n1, CO, [Na+], C1CCOC1, [OH-]. Yields the product O=C(O)c1csc(Nc2ccncc2)n1. As a reaction SMILES: [CH2:1]([CH3:2])[O:3][C:4](=[O:5])[c:6]1[n:7][c:8]([NH:11][c:12]2[cH:13][cH:14][n:15][cH:16][cH:17]2)[s:9][cH:10]1.[CH3:25][OH:26].[Na+:24].[O:18]1[CH2:19][CH2:20][CH2:21][CH2:22]1.[OH-:23]>>[O:3]=[C:4]([OH:5])[c:6]1[n:7][c:8]([NH:11][c:12]2[cH:13][cH:14][n:15][cH:16][cH:17]2)[s:9][cH:10]1.